This data is from the Open Reaction Database (ORD), a public repository of structured organic reaction records. The task is: describe an organic reaction: reactants, conditions, products, and yield Reactants: NCCCCCCCC(=O)O (8-aminooctanoic acid), COC1=CC=C(C=C1)S(=O)(=O)Cl (4-methoxybenzenesulphonylchloride). Solvent: [OH-].[Na+] (sodium hydroxide). Product: COC1=CC=C(C=C1)S(=O)(=O)NCCCCCCCC(=O)O (8-(4-Methoxybenzenesulphonamido)octanoic Acid). RXN SMILES: [NH2:1][CH2:2][CH2:3][CH2:4][CH2:5][CH2:6][CH2:7][CH2:8][C:9]([OH:11])=[O:10].[CH3:12][O:13][C:14]1[CH:19]=[CH:18][C:17]([S:20](Cl)(=[O:22])=[O:21])=[CH:16][CH:15]=1>[OH-].[Na+]>[CH3:12][O:13][C:14]1[CH:15]=[CH:16][C:17]([S:20]([NH:1][CH2:2][CH2:3][CH2:4][CH2:5][CH2:6][CH2:7][CH2:8][C:9]([OH:11])=[O:10])(=[O:22])=[O:21])=[CH:18][CH:19]=1 |f:2.3|. Procedure: A solution of 8-aminooctanoic acid in 10% sodium hydroxide solution was treated with 4-methoxybenzenesulphonylchloride in the manner of Example 2 to give the title compound which, on recrystallisation from aqueous 2-propanol, had a melting point of 102°-103° C.